From a dataset of the Open Reaction Database (ORD), a public repository of structured organic reaction records. describe an organic reaction: reactants, conditions, products, and yield Reactants: ice water, O1C(=CC=C1)C=1OC(=C(N1)COC1=CC=C(CN2N=C(C(=C2)C=O)OCC2=CC=C(C=C2)OCC=2N=C(OC2C)C=2OC=CC2)C=C1)C (1-[4-[2-(2-furyl)-5-methyl-4-oxazolylmethoxy]benzyl]-3-[4-[2-(2-furyl)-5-methyl-4-oxazolylmethoxy]benzyloxy]-1H-pyrazol-4-carbaldehyde), C(C)OP(=O)(OCC)CC(=O)OCC (ethyl diethylphosphonoacetate), [H-].[Na+] (sodium hydride). Solvent: CN(C=O)C (N,N-dimethylformamide). Conditions: time 2 hour. The product is O1C(=CC=C1)C=1OC(=C(N1)COC1=CC=C(CN2N=C(C(=C2)/C=C/C(=O)OCC)OCC2=CC=C(C=C2)OCC=2N=C(OC2C)C=2OC=CC2)C=C1)C (ethyl(E)-3-[1-[4-[2-(2-furyl)-5-methyl-4-oxazolylmethoxy]benzyl]-3-[4-[2-(2-furyl)-5-methyl-4-oxazolylmethoxy]benzyloxy]-1H-pyrazol-4-yl]propenoate). The yield is 89.0%. Reaction SMILES: [O:1]1[CH:5]=[CH:4][CH:3]=[C:2]1[C:6]1[O:7][C:8]([CH3:48])=[C:9]([CH2:11][O:12][C:13]2[CH:47]=[CH:46][C:16]([CH2:17][N:18]3[CH:22]=[C:21]([CH:23]=O)[C:20]([O:25][CH2:26][C:27]4[CH:32]=[CH:31][C:30]([O:33][CH2:34][C:35]5[N:36]=[C:37]([C:41]6[O:42][CH:43]=[CH:44][CH:45]=6)[O:38][C:39]=5[CH3:40])=[CH:29][CH:28]=4)=[N:19]3)=[CH:15][CH:14]=2)[N:10]=1.C(OP([CH2:57][C:58]([O:60][CH2:61][CH3:62])=[O:59])(OCC)=O)C.[H-].[Na+]>CN(C)C=O>[O:1]1[CH:5]=[CH:4][CH:3]=[C:2]1[C:6]1[O:7][C:8]([CH3:48])=[C:9]([CH2:11][O:12][C:13]2[CH:14]=[CH:15][C:16]([CH2:17][N:18]3[CH:22]=[C:21](/[CH:23]=[CH:57]/[C:58]([O:60][CH2:61][CH3:62])=[O:59])[C:20]([O:25][CH2:26][C:27]4[CH:28]=[CH:29][C:30]([O:33][CH2:34][C:35]5[N:36]=[C:37]([C:41]6[O:42][CH:43]=[CH:44][CH:45]=6)[O:38][C:39]=5[CH3:40])=[CH:31][CH:32]=4)=[N:19]3)=[CH:46][CH:47]=2)[N:10]=1 |f:2.3|. Procedure: To a mixture of 1-[4-[2-(2-furyl)-5-methyl-4-oxazolylmethoxy]benzyl]-3-[4-[2-(2-furyl)-5-methyl-4-oxazolylmethoxy]benzyloxy]-1H-pyrazol-4-carbaldehyde (14.09 g), ethyl diethylphosphonoacetate (5.88 g), and N,N-dimethylformamide (100 ml), sodium hydride (60%, oily, 1.01 g) was added at 0° C., and the mixture was stirred at room temperature for two hours. The reaction mixture was poured into ice water, and the obtained crystals were collected by filtration, and ethyl(E)-3-[1-[4-[2-(2-furyl)-5-meth...